Dataset: the Open Reaction Database (ORD), a public repository of structured organic reaction records. Task: describe an organic reaction: reactants, conditions, products, and yield Reactants: Cl, Cl, O=C(Cl)c1cccc(F)c1, Nc1ccc(-c2ccc(NC(=O)C3CN4CCC3CC4)cc2)cc1, c1ccncc1. Yields the product Cl, O=C(Nc1ccc(-c2ccc(NC(=O)C3CN4CCC3CC4)cc2)cc1)c1cccc(F)c1. As a reaction SMILES: [ClH:1].[ClH:2].[F:27][c:28]1[cH:29][c:30]([C:31](=[O:32])[Cl:33])[cH:34][cH:35][cH:36]1.[NH2:3][c:4]1[cH:5][cH:6][c:7](-[c:10]2[cH:11][cH:12][c:13]([NH:16][C:17](=[O:18])[CH:19]3[CH2:20][N:21]4[CH2:22][CH2:23][CH:24]3[CH2:25][CH2:26]4)[cH:14][cH:15]2)[cH:8][cH:9]1.[cH:37]1[cH:38][cH:39][n:40][cH:41][cH:42]1>>[ClH:33].[NH:3]([c:4]1[cH:5][cH:6][c:7](-[c:10]2[cH:11][cH:12][c:13]([NH:16][C:17](=[O:18])[CH:19]3[CH2:20][N:21]4[CH2:22][CH2:23][CH:24]3[CH2:25][CH2:26]4)[cH:14][cH:15]2)[cH:8][cH:9]1)[C:31]([c:30]1[cH:29][c:28]([F:27])[cH:36][cH:35][cH:34]1)=[O:32].